Dataset: the Open Reaction Database (ORD), a public repository of structured organic reaction records. Task: describe an organic reaction: reactants, conditions, products, and yield The product is C(C)(C)OC(=O)N1CCC(CC1)ON=C1CCN(CC1)C1=NC(=C(C=C1F)CO)C (4-(3′-Fluoro-5′-hydroxymethyl-6′-methyl-2,3,5,6-tetrahydro-[1,2′]bipyridinyl-4-ylideneaminooxy)-piperidine-1-carboxylic acid isopropyl ester). As a reaction SMILES: [CH:1]([O:4][C:5]([N:7]1[CH2:12][CH2:11][CH:10]([O:13][N:14]=[C:15]2[CH2:20][CH2:19][N:18]([C:21]3[C:26]([F:27])=[CH:25][C:24]([CH2:28][OH:29])=[C:23](Cl)[N:22]=3)[CH2:17][CH2:16]2)[CH2:9][CH2:8]1)=[O:6])([CH3:3])[CH3:2].[CH3:31]B1OB(C)OB(C)O1.C(=O)([O-])[O-].[K+].[K+]>O1CCOCC1>[CH:1]([O:4][C:5]([N:7]1[CH2:12][CH2:11][CH:10]([O:13][N:14]=[C:15]2[CH2:20][CH2:19][N:18]([C:21]3[C:26]([F:27])=[CH:25][C:24]([CH2:28][OH:29])=[C:23]([CH3:31])[N:22]=3)[CH2:17][CH2:16]2)[CH2:9][CH2:8]1)=[O:6])([CH3:3])[CH3:2] |f:2.3.4|. Reactants: C(C)(C)OC(=O)N1CCC(CC1)ON=C1CCN(CC1)C1=NC(=C(C=C1F)CO)Cl (4-(6′-Chloro-3′-fluoro-5′-hydroxymethyl-2,3,5,6-tetrahydro-[1,2′]bipyridinyl-4-ylideneaminooxy)-piperidine-1-carboxylic acid isopropyl ester), CB1OB(OB(O1)C)C (trimethylboroxine), C([O-])([O-])=O.[K+].[K+] (potassium carbonate). Procedure details: 55b (30 mg, 0.068 mmol), trimethylboroxine (25 mg, 0.2 mmol) and potassium carbonate (50 mg, 0.36 mmol) were combined in 0.5 mL of dioxane and heated at 100° C. for 20 h. The mixture was cooled, concentrated under a stream of nitrogen, diluted with water (2 mL) and extracted with ethyl acetate (2×2 mL). The combined extracts were dried under a stream of nitrogen and the residue was purified by preparative HPLC to afford 55-1 as a colorless oil: LC-MS 423.1 (MH+), tR=5.95 (Method 2). EC50: 206 nM... Conditions: temperature 100 celsius. Run in O1CCOCC1 (dioxane). The reactants are COC(=O)C1CC(S(=O)(=O)c2ccccc2Cl)CN1c1cc(C)nn1C1CCCCC1, [Li+], [OH-]. Yields the product Cc1cc(N2CC(S(=O)(=O)c3ccccc3Cl)CC2C(=O)O)n(C2CCCCC2)n1. RXN SMILES: [CH3:1][O:2][C:3](=[O:4])[CH:5]1[N:6]([c:20]2[n:21]([CH:26]3[CH2:27][CH2:28][CH2:29][CH2:30][CH2:31]3)[n:22][c:23]([CH3:25])[cH:24]2)[CH2:7][CH:8]([S:10](=[O:11])(=[O:12])[c:13]2[c:14]([Cl:19])[cH:15][cH:16][cH:17][cH:18]2)[CH2:9]1.[Li+:32].[OH-:33]>>[O:2]=[C:3]([OH:4])[CH:5]1[N:6]([c:20]2[n:21]([CH:26]3[CH2:27][CH2:28][CH2:29][CH2:30][CH2:31]3)[n:22][c:23]([CH3:25])[cH:24]2)[CH2:7][CH:8]([S:10](=[O:11])(=[O:12])[c:13]2[c:14]([Cl:19])[cH:15][cH:16][cH:17][cH:18]2)[CH2:9]1. Starting materials: C(C)(=O)O[BH-](OC(C)=O)OC(C)=O.[Na+] (Sodium triacetoxyborohydride), C1(=CC=CC=C1)[C@H]1[C@@H](C1)N ([trans-2-phenylcyclopropyl]amine), O=CCC1CCN(CC1)C(=O)OC(C)(C)C (1,1-dimethylethyl 4-(2-oxoethyl)-1-piperidinecarboxylate), CC(=O)O (AcOH), C(=O)(O)[O-].[Na+] (NaHCO3). The solvent is C(Cl)(Cl)Cl (chloroform). Reaction conditions: time 18 hour. Product: C1(=CC=CC=C1)[C@H]1[C@@H](C1)NCCC1CCN(CC1)C(=O)OC(C)(C)C (1,1-dimethylethyl 4-(2-{[trans-2-phenylcyclopropyl]amino}ethyl)-1-piperidinecarboxylate). Reaction SMILES: [C:1]1([C@@H:7]2[CH2:9][C@H:8]2[NH2:10])[CH:6]=[CH:5][CH:4]=[CH:3][CH:2]=1.O=[CH:12][CH2:13][CH:14]1[CH2:19][CH2:18][N:17]([C:20]([O:22][C:23]([CH3:26])([CH3:25])[CH3:24])=[O:21])[CH2:16][CH2:15]1.CC(O)=O.C(O[BH-](OC(=O)C)OC(=O)C)(=O)C.[Na+].C([O-])(O)=O.[Na+]>C(Cl)(Cl)Cl>[C:1]1([C@@H:7]2[CH2:9][C@H:8]2[NH:10][CH2:12][CH2:13][CH:14]2[CH2:15][CH2:16][N:17]([C:20]([O:22][C:23]([CH3:24])([CH3:26])[CH3:25])=[O:21])[CH2:18][CH2:19]2)[CH:6]=[CH:5][CH:4]=[CH:3][CH:2]=1 |f:3.4,5.6|. Reported procedure: A mixture of [trans-2-phenylcyclopropyl]amine (668 mg, 5.02 mmol), 1,1-dimethylethyl 4-(2-oxoethyl)-1-piperidinecarboxylate (1.04 g, 4.58 mmol) and AcOH (1 μL, 0.017 mmol) in chloroform (5 mL) was stirred at room temperature for 18 hours. Sodium triacetoxyborohydride (1.03 g, 4.86 mmol) was added and stirring continued for 18 hours. Upon completion, saturated NaHCO3 was added to the reaction mixture and the mixture was extracted with THF—CHCl3 (2×50 mL). The organics were combined, dried over Na... Starting materials: C=CCn1c(C)c(C)c2ccnc(C=O)c21, CCO, Nc1ccc(F)cc1. Product: C=CCn1c(C)c(C)c2ccnc(C=Nc3ccc(F)cc3)c21. As a reaction SMILES: [CH2:1]([CH:2]=[CH2:3])[n:4]1[c:5]([CH3:16])[c:6]([CH3:15])[c:7]2[c:8]1[c:9]([CH:13]=[O:14])[n:10][cH:11][cH:12]2.[CH3:25][CH2:26][OH:27].[NH2:17][c:18]1[cH:19][cH:20][c:21]([F:22])[cH:23][cH:24]1>>[CH2:1]([CH:2]=[CH2:3])[n:4]1[c:5]([CH3:16])[c:6]([CH3:15])[c:7]2[c:8]1[c:9]([CH:13]=[N:17][c:18]1[cH:19][cH:20][c:21]([F:22])[cH:23][cH:24]1)[n:10][cH:11][cH:12]2. The reactants are OCCCCOC1=C(C=C(C=C1C)C1=NC2=CC(=CC(=C2C(N1)=O)OC)OC)C (2-[4-(4-hydroxy-butoxy)-3,5-dimethyl-phenyl]-5,7-dimethoxy-3H-quinazolin-4-one), C1=CC=C(C=C1)P(C2=CC=CC=C2)C3=CC=CC=C3 (PPh3), C(Br)(Br)(Br)Br (CBr4). Solvent: CN(C)C=O (DMF). Run at time 16 hour. The product is BrCCCCOC1=C(C=C(C=C1C)C1=NC2=CC(=CC(=C2C(N1)=O)OC)OC)C (2-[4-(4-bromo-butoxy)-3,5-dimethyl-phenyl]-5,7-dimethoxy-3H-quinazolin-4-one). RXN SMILES: O[CH2:2][CH2:3][CH2:4][CH2:5][O:6][C:7]1[C:12]([CH3:13])=[CH:11][C:10]([C:14]2[NH:23][C:22](=[O:24])[C:21]3[C:16](=[CH:17][C:18]([O:27][CH3:28])=[CH:19][C:20]=3[O:25][CH3:26])[N:15]=2)=[CH:9][C:8]=1[CH3:29].C1C=CC(P(C2C=CC=CC=2)C2C=CC=CC=2)=CC=1.C(Br)(Br)(Br)[Br:50]>CN(C=O)C>[Br:50][CH2:2][CH2:3][CH2:4][CH2:5][O:6][C:7]1[C:12]([CH3:13])=[CH:11][C:10]([C:14]2[NH:23][C:22](=[O:24])[C:21]3[C:16](=[CH:17][C:18]([O:27][CH3:28])=[CH:19][C:20]=3[O:25][CH3:26])[N:15]=2)=[CH:9][C:8]=1[CH3:29]. Procedure details: To a solution of 2-[4-(4-hydroxy-butoxy)-3,5-dimethyl-phenyl]-5,7-dimethoxy-3H-quinazolin-4-one (675 mg, 1.69 mmol) in DMF (10 mL) were added PPh3 (489 mg, 1.86 mmol) and CBr4 (619 mg, 1.86 mmol). The reaction mixture was stirred at room temperature for 16 hours. Solvent was removed under reduced pressure. The residue was triturated with ether and ethyl acetate. The solid was dried and then purified by the Simpliflash system using 5% methanol in CH2Cl2 as the eluent to give 2-[4-(4-bromo-butoxy)... Reactants: ClCC1=C(C=CC=C1)OC (1-chloromethyl-2-methoxy-benzene), [Mg] (magnesium), C(C1=CC=CC=C1)N1CC(OCC1)C(=O)C1=CC=CC=C1 ((4-Benzyl-morpholin-2-yl)-phenyl-methanone), [Mg] (magnesium), BrCCBr (1,2-dibromoethane). The solvent is C(C)OCC (diethyl ether), C(C)OCC (diethyl ether), C(C)OCC (diethyl ether). Reaction conditions: temperature 15 celsius, time 30 minute. Yields the product C(C1=CC=CC=C1)N1CC(OCC1)C(CC1=C(C=CC=C1)OC)(O)C1=CC=CC=C1 (1-(4-Benzyl-morpholin-2-yl)-2-(2-methoxy-phenyl)-1-phenyl-ethanol). Isolated yield 122.0%. RXN SMILES: [Mg].BrCCBr.Cl[CH2:7][C:8]1[CH:13]=[CH:12][CH:11]=[CH:10][C:9]=1[O:14][CH3:15].[CH2:16]([N:23]1[CH2:28][CH2:27][O:26][CH:25]([C:29]([C:31]2[CH:36]=[CH:35][CH:34]=[CH:33][CH:32]=2)=[O:30])[CH2:24]1)[C:17]1[CH:22]=[CH:21][CH:20]=[CH:19][CH:18]=1>C(OCC)C>[CH2:16]([N:23]1[CH2:28][CH2:27][O:26][CH:25]([C:29]([C:31]2[CH:36]=[CH:35][CH:34]=[CH:33][CH:32]=2)([OH:30])[CH2:7][C:8]2[CH:13]=[CH:12][CH:11]=[CH:10][C:9]=2[O:14][CH3:15])[CH2:24]1)[C:17]1[CH:18]=[CH:19][CH:20]=[CH:21][CH:22]=1. Procedure: Solid magnesium turnings (9.5 g, 28 equiv.) under nitrogen atmosphere at room temperature were stirred vigorously with a magnetic stirring bar overnight. The magnesium was then covered with dry diethyl ether and to the suspension was added 1,2-dibromoethane (50 μL). A cold bath was then applied followed by dropwise addition of 1-chloromethyl-2-methoxy-benzene (18.18 g, 5 equiv. available from Aldrich Chemical Company) in diethyl ether (71 mL) which maintained the temperature at up to 15° C. The ...